describe an organic reaction: reactants, conditions, products, and yield From a dataset of the Open Reaction Database (ORD), a public repository of structured organic reaction records. The reactants are Fc1ccc(Br)c2ccccc12, [Li]CCCC, CC1(C)CCCC(C)(C)N1, [Cl-], O=Cc1ccc(Cl)s1, [NH4+], C1CCOC1. Product: OC(c1ccc(Cl)s1)c1cc(Br)c2ccccc2c1F. As a reaction SMILES: [Br:16][c:17]1[cH:18][cH:19][c:20]([F:27])[c:21]2[cH:22][cH:23][cH:24][cH:25][c:26]12.[CH2:11]([Li:12])[CH2:13][CH2:14][CH3:15].[CH3:1][C:2]1([CH3:3])[CH2:4][CH2:5][CH2:6][C:7]([CH3:8])([CH3:9])[NH:10]1.[Cl-:36].[Cl:28][c:29]1[cH:30][cH:31][c:32]([CH:34]=[O:35])[s:33]1.[NH4+:37].[O:38]1[CH2:39][CH2:40][CH2:41][CH2:42]1>>[Br:16][c:17]1[cH:18][c:19]([CH:34]([c:32]2[cH:31][cH:30][c:29]([Cl:28])[s:33]2)[OH:35])[c:20]([F:27])[c:21]2[cH:22][cH:23][cH:24][cH:25][c:26]12. Reactants: COC1=CC=C(C(=O)CC(C=O)C)C=C1 (3-(4-methoxybenzoyl)-2-methylpropionaldehyde), C(C)(=O)NS(=O)(=O)C1=CC=C(N)C=C1 (4-acetylaminosulfonylaniline), C(O)([O-])=O.[Na+] (sodium hydrogencarbonate). Run in C(Cl)(Cl)Cl (chloroform), C(C)(=O)O (acetic acid). Yields the product C(C)(=O)NS(=O)(=O)C1=CC=C(C=C1)N1C(=CC(=C1)C)C1=CC=C(C=C1)OC (1-(4-Acetylaminosulfonylphenyl)-2-(4-methoxyphenyl)-4-methylpyrrole). Yield: 16.1%. As a reaction SMILES: [CH3:1][O:2][C:3]1[CH:15]=[CH:14][C:6]([C:7]([CH2:9][CH:10]([CH3:13])[CH:11]=O)=O)=[CH:5][CH:4]=1.[C:16]([NH:19][S:20]([C:23]1[CH:29]=[CH:28][C:26]([NH2:27])=[CH:25][CH:24]=1)(=[O:22])=[O:21])(=[O:18])[CH3:17].C(=O)([O-])O.[Na+]>C(O)(=O)C.C(Cl)(Cl)Cl>[C:16]([NH:19][S:20]([C:23]1[CH:29]=[CH:28][C:26]([N:27]2[CH:11]=[C:10]([CH3:13])[CH:9]=[C:7]2[C:6]2[CH:14]=[CH:15][C:3]([O:2][CH3:1])=[CH:4][CH:5]=2)=[CH:25][CH:24]=1)(=[O:22])=[O:21])(=[O:18])[CH3:17] |f:2.3|. Reported procedure: A solution of 2.82 g (12.8 mmol) of 3-(4-methoxybenzoyl)-2-methylpropionaldehyde [prepared as described in step (i) above] and 2.74 g (12.8 mmol) of 4-acetylaminosulfonylaniline in 30 ml of acetic acid was heated under reflux for 3 hours, after which the acetic acid was removed by distillation under reduced pressure. The residue thus obtained was dissolved in chloroform and a saturated aqueous solution of sodium hydrogencarbonate was added to the resulting solution to separate it into liquid pha...